This data is from the Open Reaction Database (ORD), a public repository of structured organic reaction records. The task is: describe an organic reaction: reactants, conditions, products, and yield The reactants are C(C)(C)(C)OC(NCC1(CCN(CC1)CC1=CC=CC=C1)C)=O (tert-butyl[(1-benzyl-4-methylpiperidin-4-yl)methyl]carbamate). The reagents and catalysts are [OH-].[OH-].[Pd+2] (palladium hydroxide on carbon). Run in CCO (EtOH). Conditions: time 16 hour. Yields the product C(C)(C)(C)OC(NCC1(CCNCC1)C)=O (tert-butyl[(4-methylpiperidin-4-yl)methyl]carbamate). The yield is 103.1%. Reaction SMILES: [C:1]([O:5][C:6](=[O:23])[NH:7][CH2:8][C:9]1([CH3:22])[CH2:14][CH2:13][N:12](CC2C=CC=CC=2)[CH2:11][CH2:10]1)([CH3:4])([CH3:3])[CH3:2]>[OH-].[OH-].[Pd+2].CCO>[C:1]([O:5][C:6](=[O:23])[NH:7][CH2:8][C:9]1([CH3:22])[CH2:10][CH2:11][NH:12][CH2:13][CH2:14]1)([CH3:4])([CH3:2])[CH3:3] |f:1.2.3|. Reported procedure: 20% palladium hydroxide on carbon (283 mg) was added to an EtOH (100 ml) solution of tert-butyl[(1-benzyl-4-methylpiperidin-4-yl)methyl]carbamate (2.57 g), and stirring was performed at 70° C. under a hydrogen atmosphere of medium pressure of 3 kgf/cm2 for 16 hours. After argon purge the reaction liquid was filtered through Celite and concentrated under reduced pressure to obtain tert-butyl[(4-methylpiperidin-4-yl)methyl]carbamate (1.90 g). Reactants: IC1=CC=C(C(=O)Cl)C=C1 (4-iodobenzoyl chloride), NC(C#N)(CN1N=C2C(N=CC(=C2)Br)=C1)C (2-amino-3-(6-bromo-2H-pyrazolo[4,3-b]pyridin-2-yl)-2-methylpropionitrile), TEA. Solvent: C1CCOC1 (THF), C1CCOC1 (THF). Yields the product BrC1=CC=2C(N=C1)=CN(N2)CC(C)(C#N)NC(C2=CC=C(C=C2)I)=O (N-[2-(6-Bromo-2H-pyrazolo[4,3-b]pyridin-2-yl)-1-cyano-1-methylethyl]-4-iodobenzamide), residue. RXN SMILES: [I:1][C:2]1[CH:10]=[CH:9][C:5]([C:6](Cl)=[O:7])=[CH:4][CH:3]=1.[NH2:11][C:12]([CH3:26])([CH2:15][N:16]1[CH:25]=[C:19]2[N:20]=[CH:21][C:22]([Br:24])=[CH:23][C:18]2=[N:17]1)[C:13]#[N:14]>C1COCC1>[Br:24][C:22]1[CH:21]=[N:20][C:19]2=[CH:25][N:16]([CH2:15][C:12]([NH:11][C:6](=[O:7])[C:5]3[CH:9]=[CH:10][C:2]([I:1])=[CH:3][CH:4]=3)([C:13]#[N:14])[CH3:26])[N:17]=[C:18]2[CH:23]=1. Reported procedure: Using a procedure similar to that described in Example 60, except using a solution of 4-iodobenzoyl chloride (0.16 mmole) in THF and a solution of 2-amino-3-(6-bromo-2H-pyrazolo[4,3-b]pyridin-2-yl)-2-methylpropionitrile (0.075 mmole, described in Example 182) in THF mixed with TEA (3% v./v.), the title compound was isolated as solid residue (8.3 mg). It was dissolved in DMSO for further biological evaluation and analyzed by LCMS. MS (ES): M/Z [M+H]=510, RT=0.59 min. The reactants are C=C=O (ketene), C(C)(C)(C)OC(=O)N1[C@@H]([C@@H](CCC1)OCC1=CC(=CC=C1)C#N)C1=CC=CC=C1 ((2R*,3R*)-1-t-Butyloxycarbonyl-3-((3-cyanophenyl)methyloxy)-2-phenylpiperidine), [BH4-].[Na+] (Sodium borohydride). Run in CO (methanol). Reaction conditions: time 30 minute. Product: OC1C(NCCC1)(C1=CC=CC=C1)C (3-hydroxy-2-methyl-2-phenylpiperidine). RXN SMILES: [CH2:1]=C=O.C(OC([N:11]1[CH2:16][CH2:15][CH2:14][C@@H:13]([O:17]CC2C=CC=C(C#N)C=2)[C@H:12]1[C:27]1[CH:32]=[CH:31][CH:30]=[CH:29][CH:28]=1)=O)(C)(C)C.[BH4-].[Na+]>CO>[OH:17][CH:13]1[CH2:14][CH2:15][CH2:16][NH:11][C:12]1([CH3:1])[C:27]1[CH:28]=[CH:29][CH:30]=[CH:31][CH:32]=1 |f:2.3|. Procedure: The ketene of (a) above (3.2 g) was suspended in methanol under nitrogen and the temperature brought to -40° C. Sodium borohydride (0.3 g) was added portionwise. The mixture was stirred for 30 min and then concentrated in vacuo, azeotroping with tetrahydrofuran. Borane tetrahydrofuran complex (64 ml, 1.0M in tetrahydrofuran) was added and the mixture was heated at reflux overnight. The mixture was cooled and quenched carefully with methanol, and the mixture was then concentrated in vacuo. The re... Starting materials: NC1=C(C=C(C=C1)SC1=NC=CC=C1)[N+](=O)[O-] (1-amino-2-nitro-4-(pyrid-2-ylthio)benzene), C([O-])(O)=O.[K+] (potassium bicarbonate), Cl (hydrochloric acid), stannous chloride. Product: NC1=C(C=C(C=C1)SC1=NC=CC=C1)N (1,2-diamino-4-(pyrid-2-ylthio)benzene). Reaction SMILES: [NH2:1][C:2]1[CH:7]=[CH:6][C:5]([S:8][C:9]2[CH:14]=[CH:13][CH:12]=[CH:11][N:10]=2)=[CH:4][C:3]=1[N+:15]([O-])=O.Cl.C(=O)(O)[O-].[K+]>>[NH2:1][C:2]1[CH:7]=[CH:6][C:5]([S:8][C:9]2[CH:14]=[CH:13][CH:12]=[CH:11][N:10]=2)=[CH:4][C:3]=1[NH2:15] |f:2.3|. Reported procedure: 2.3 G. of 1-amino-2-nitro-4-(pyrid-2-ylthio)benzene in 12 ml. concentrated hydrochloric acid is treated with 12 g. of stannous chloride on the steam bath for 15 minutes. The cooled solution is treated with an excess of potassium bicarbonate and extracted with chloroform and filtered. The chloroform layer is separated, dried and evaporated to yield 1,2-diamino-4-(pyrid-2-ylthio)benzene. RXN SMILES: [CH3:1][O:2][C:3]([c:4]1[cH:5][c:6](-[c:10]2[n:11][c:12](-[c:15]3[cH:16][cH:17][c:18]([F:21])[cH:19][cH:20]3)[n:13][o:14]2)[cH:7][cH:8][cH:9]1)=[O:22].[Li+:23].[O:25]1[CH2:26][CH2:27][O:28][CH2:29][CH2:30]1.[OH-:24]>>[O:2]=[C:3]([c:4]1[cH:5][c:6](-[c:10]2[n:11][c:12](-[c:15]3[cH:16][cH:17][c:18]([F:21])[cH:19][cH:20]3)[n:13][o:14]2)[cH:7][cH:8][cH:9]1)[OH:22]. The product is O=C(O)c1cccc(-c2nc(-c3ccc(F)cc3)no2)c1. The reactants are COC(=O)c1cccc(-c2nc(-c3ccc(F)cc3)no2)c1, [Li+], C1COCCO1, [OH-]. Starting materials: CC(C)C(=O)c1ccccc1, O. The product is CCC(=O)c1ccccc1. As a reaction SMILES: [C:1]([CH:2]([CH3:3])[CH3:4])(=[O:5])[c:6]1[cH:7][cH:8][cH:9][cH:10][cH:11]1.[OH2:12]>>[C:1]([CH2:2][CH3:3])(=[O:5])[c:6]1[cH:7][cH:8][cH:9][cH:10][cH:11]1. Solvent: C(C)(=O)OCC (ethyl acetate), C(C)(=O)OCC (ethyl acetate). Reactants: ClCCCOC=1C=2C=CNC2C=CC1 (1-chloro-3-(1H-indole-4-oxy)propane), C1OC=2C=C(C=CC2OC1)C1CCNCC1 (4-(3,4-ethylenedioxyphenyl)piperidine), C(C(=O)O)(=O)O (oxalic acid). Procedure details: The title compound was prepared in similar fashion from 1-chloro-3-(1H-indole-4-oxy)propane and 4-(3,4-ethylenedioxyphenyl)piperidine. The resulting free base was dissolved in ethyl acetate, and precipitated with one equivalent of oxalic acid in ethyl acetate in 59% overall 20 yield as a foam. FDMS m/e=392 (M+ of free base). The product is C(C(=O)O)(=O)O.N1C=CC2=C(C=CC=C12)OCCCN1CCC(CC1)C1=CC2=C(C=C1)OCCO2 (1-(4-indolyloxy)-3-(4-(3,4-ethylenedioxyphenyl)piperidin-1-yl] propane ethanedioate). RXN SMILES: Cl[CH2:2][CH2:3][CH2:4][O:5][C:6]1[C:7]2[CH:8]=[CH:9][NH:10][C:11]=2[CH:12]=[CH:13][CH:14]=1.[CH2:15]1[CH2:24][O:23][C:22]2[CH:21]=[CH:20][C:19]([CH:25]3[CH2:30][CH2:29][NH:28][CH2:27][CH2:26]3)=[CH:18][C:17]=2[O:16]1.[C:31]([OH:36])(=[O:35])[C:32]([OH:34])=[O:33]>C(OCC)(=O)C>[C:31]([OH:36])(=[O:35])[C:32]([OH:34])=[O:33].[NH:10]1[C:11]2[C:7](=[C:6]([O:5][CH2:4][CH2:3][CH2:2][N:28]3[CH2:27][CH2:26][CH:25]([C:19]4[CH:20]=[CH:21][C:22]5[O:23][CH2:24][CH2:15][O:16][C:17]=5[CH:18]=4)[CH2:30][CH2:29]3)[CH:14]=[CH:13][CH:12]=2)[CH:8]=[CH:9]1 |f:4.5|. Starting materials: C(=O)(OC(C)(C)C)N[C@@H](CCCCN)C(=O)O (Boc-L-lysine), P-nitrophenyl ester, C(=O)(OC(C)(C)C)N[C@@H](CCC(N)=O)C(=O)O (Boc-L-Glutamine). Yields the product N[C@@H](CCC(N)=O)C(=O)O (Glutamine). Reaction SMILES: C(N[C@H](C(O)=O)CCCCN)(OC(C)(C)C)=O.C([NH:25][C@H:26]([C:32]([OH:34])=[O:33])[CH2:27][CH2:28][C:29](=[O:31])[NH2:30])(OC(C)(C)C)=O>>[NH2:25][C@H:26]([C:32]([OH:34])=[O:33])[CH2:27][CH2:28][C:29](=[O:31])[NH2:30]. Procedure: To the product of Step (B) above, the P-nitrophenyl ester of Boc-L-Glutamine [Gln (ONp), Peninsula, supra.] is coupled following the procedure of Step (E), Example 1, supra. Starting materials: BrC1=C(C=C(C(=O)OC)C=C1)O (methyl 4-bromo-3-hydroxybenzoate), FC(C1=C(C=CC=C1)B(O)O)(F)F (2-(trifluoromethyl)phenylboronic acid), [F-].[Cs+] (cesium fluoride), C1(CCCCC1)P(C1=C(C=CC=C1)C1=C(C=CC=C1OC)OC)C1CCCCC1 (2-dicyclohexylphosphino-2′,6′-dimethoxybiphenyl), FC(C1=C(C=CC=C1)B(O)O)(F)F (2-(trifluoromethyl)phenylboronic acid), C1(CCCCC1)P(C1=C(C=CC=C1)C1=C(C=CC=C1OC)OC)C1CCCCC1 (2-dicyclohexylphosphino-2′,6′-dimethoxybiphenyl), FC(C1=C(C=CC=C1)B(O)O)(F)F (2-(trifluoromethyl)phenylboronic acid), C1(CCCCC1)P(C1=C(C=CC=C1)C1=C(C=CC=C1OC)OC)C1CCCCC1 (2-dicyclohexylphosphino-2′,6′-dimethoxybiphenyl). Reagents/catalysts: C(C)(=O)[O-].[Pd+2].C(C)(=O)[O-] (palladium(II) acetate), C(C)(=O)[O-].[Pd+2].C(C)(=O)[O-] (palladium(II) acetate), C(C)(=O)[O-].[Pd+2].C(C)(=O)[O-] (palladium(II) acetate). Run in O (water), CC(C)(C)OC (MTBE), O1CCOCC1 (dioxane). Reaction conditions: temperature 90 celsius, time 90 minute. Yields the product OC1=C(C=CC(=C1)C(=O)OC)C1=C(C=CC=C1)C(F)(F)F (methyl 2-hydroxy-2′-(trifluoromethyl)biphenyl-4-carboxylate). RXN SMILES: Br[C:2]1[CH:11]=[CH:10][C:5]([C:6]([O:8][CH3:9])=[O:7])=[CH:4][C:3]=1[OH:12].[F:13][C:14]([F:25])([F:24])[C:15]1[CH:20]=[CH:19][CH:18]=[CH:17][C:16]=1B(O)O.[F-].[Cs+].C1(P(C2CCCCC2)C2C=CC=CC=2C2C(OC)=CC=CC=2OC)CCCCC1>O1CCOCC1.CC(OC)(C)C.C([O-])(=O)C.[Pd+2].C([O-])(=O)C.O>[OH:12][C:3]1[CH:4]=[C:5]([C:6]([O:8][CH3:9])=[O:7])[CH:10]=[CH:11][C:2]=1[C:16]1[CH:17]=[CH:18][CH:19]=[CH:20][C:15]=1[C:14]([F:25])([F:24])[F:13] |f:2.3,7.8.9|. Procedure: A mixture of methyl 4-bromo-3-hydroxybenzoate (Combi-Blocks CA-4189, 4.00 g, 17.3 mmol), 2-(trifluoromethyl)phenylboronic acid (3.95 g, 20.8 mmol), cesium fluoride (7.90 g, 52 mmol), palladium(II) acetate (78 mg, 0.35 mmol) and 2-dicyclohexylphosphino-2′,6′-dimethoxybiphenyl (426 mg, 1.05 mmol) was prepared in dioxane (40 mL) and water (20 mL) under N2 atmosphere. The reaction mixture was heated at 90° C. After 90 minutes, additional amounts of 2-(trifluoromethyl)phenylboronic acid (1.90 g, 10 m... The reactants are BrCC1=CC(=CC=C1)[N+](=O)[O-] (1-(bromomethyl)-3-nitrobenzene), ClP(C)C (chlorodimethylphosphine), [O-]CC.[Na+] (sodium ethoxide). Solvent: C1CCOC1 (THF), C1CCOC1 (THF). Conditions: time 30 minute. The product is CP(CC1=CC(=CC=C1)[N+](=O)[O-])(C)=O (dimethyl(3-nitrobenzyl)phosphane oxide). Yield: 27.7%. RXN SMILES: Cl[P:2]([CH3:4])[CH3:3].[O-:5]CC.[Na+].Br[CH2:10][C:11]1[CH:16]=[CH:15][CH:14]=[C:13]([N+:17]([O-:19])=[O:18])[CH:12]=1>C1COCC1>[CH3:3][P:2](=[O:5])([CH3:4])[CH2:10][C:11]1[CH:16]=[CH:15][CH:14]=[C:13]([N+:17]([O-:19])=[O:18])[CH:12]=1 |f:1.2|. Procedure: A solution of chlorodimethylphosphine (250 mg, 2.60 mmol) in THF (0.7 mL) was added dropwise to a stirred suspension of sodium ethoxide (194 mg, 2.85 mmol) in THF (0.8 mL) at 0° C. The resulting mixture was stirred at room temperature for 30 min. then treated with 1-(bromomethyl)-3-nitrobenzene (560 mg, 2.59 mmol). The mixture was then stirred under nitrogen at 100° C. in a sealed tube for 2 h., concentrated in vacuo and the residue purified by chromatography over silica gel eluting with 5% MeOH...